This data is from the Open Reaction Database (ORD), a public repository of structured organic reaction records. The task is: describe an organic reaction: reactants, conditions, products, and yield The reactants are O[C@H]1[C@@H](C2=C(OC1(C)C)C=CC(=C2)C#N)N2C(C(=CC=C2)CO[Si](C)(C)C(C)(C)C)=O (trans-3-hydroxy-6-cyano-3,4-dihydro-2,2-dimethyl-4-(1,2-dihydro-2-oxo-3-t-butyldimethylsilyloxymethyl-1-pyridinyl)-2H-benzo[b]pyran), [H-].[Na+] (sodium hydride), O (water). Solvent: O1CCCC1 (tetrahydrofuran). Yields the product C(#N)C1=CC2=C(OC(C=C2N2C(C(=CC=C2)CO[Si](C)(C)C(C)(C)C)=O)(C)C)C=C1 (6-cyano-2,2-dimethyl-4-(1,2-dihydro-2-oxo-3-t-butyldimethylsilyloxymethyl-1-pyridinyl)-2H-benzo[b]pyran). Yield: 48.2%. RXN SMILES: O[C@@H:2]1[C:7]([CH3:9])([CH3:8])[O:6][C:5]2[CH:10]=[CH:11][C:12]([C:14]#[N:15])=[CH:13][C:4]=2[C@H:3]1[N:16]1[CH:21]=[CH:20][CH:19]=[C:18]([CH2:22][O:23][Si:24]([C:27]([CH3:30])([CH3:29])[CH3:28])([CH3:26])[CH3:25])[C:17]1=[O:31].[H-].[Na+].O>O1CCCC1>[C:14]([C:12]1[CH:11]=[CH:10][C:5]2[O:6][C:7]([CH3:9])([CH3:8])[CH:2]=[C:3]([N:16]3[CH:21]=[CH:20][CH:19]=[C:18]([CH2:22][O:23][Si:24]([C:27]([CH3:28])([CH3:30])[CH3:29])([CH3:25])[CH3:26])[C:17]3=[O:31])[C:4]=2[CH:13]=1)#[N:15] |f:1.2|. Procedure: In 50 ml of anhydrous tetrahydrofuran, is dissolved 1.32 g of trans-3-hydroxy-6-cyano-3,4-dihydro-2,2-dimethyl-4-(1,2-dihydro-2-oxo-3-t-butyldimethylsilyloxymethyl-1-pyridinyl)-2H-benzo[b]pyran obtained in Example 16. Then, 0.12 g of 60% oily sodium hydride is added to the solution at room temperature and reacted under reflux for 3 hours. After stopping the reaction by adding water, the reaction mixture is extracted with ethyl acetate. The organic layer is washed with saturated aqueous solution ... Product: CC1=C(C=CC(=C1)Cl)OCC(=O)[O-].[K+] (MCPA-potassium), CC1=C(C=CC(=C1)Cl)OCC(=O)O (MCPA). The reactants are [OH-].[K+] (potassium hydroxide), 20, CC1=C(C=CC(=C1)Cl)OCC(=O)O (MCPA). Procedure: 6.6 parts (0.1 mol) of powdered potassium hydroxide (85%) are introduced into a melt of 20 parts (0.1 mol) of MCPA (93.3%) with stirring and the mixture is kept at 130° C. for 30 minutes. After solidification, 26 parts of MCPA-potassium having an MCPA content of 71.8% are obtained, which corresponds to a yield of 100%. M.p.: 203° C. Reaction SMILES: [OH-].[K+:2].[CH3:3][C:4]1[CH:9]=[C:8]([Cl:10])[CH:7]=[CH:6][C:5]=1[O:11][CH2:12][C:13]([OH:15])=[O:14]>>[CH3:3][C:4]1[CH:9]=[C:8]([Cl:10])[CH:7]=[CH:6][C:5]=1[O:11][CH2:12][C:13]([O-:15])=[O:14].[K+:2].[CH3:3][C:4]1[CH:9]=[C:8]([Cl:10])[CH:7]=[CH:6][C:5]=1[O:11][CH2:12][C:13]([OH:15])=[O:14] |f:0.1,3.4|. Reaction conditions: time 30 minute.